From a dataset of the Open Reaction Database (ORD), a public repository of structured organic reaction records. describe an organic reaction: reactants, conditions, products, and yield Reactants: CC(C)(C)OC(=O)n1nc(-c2cc3cc(O[Si](C)(C)C(C)(C)C)ccc3n2C(=O)OC(C)(C)C)c2cc(OCc3ccccc3)ccc21, CCCC[N+](CCCC)(CCCC)CCCC, ClCCl, [F-], C1CCOC1. Product: CC(C)(C)OC(=O)n1nc(-c2cc3cc(O)ccc3n2C(=O)OC(C)(C)C)c2cc(OCc3ccccc3)ccc21. RXN SMILES: [C:1]([CH3:2])([CH3:3])([CH3:4])[O:5][C:6](=[O:7])[n:8]1[n:9][c:10](-[c:25]2[n:26]([C:42](=[O:43])[O:44][C:45]([CH3:46])([CH3:47])[CH3:48])[c:27]3[cH:28][cH:29][c:30]([O:34][Si:35]([C:36]([CH3:37])([CH3:38])[CH3:39])([CH3:40])[CH3:41])[cH:31][c:32]3[cH:33]2)[c:11]2[cH:12][c:13]([O:17][CH2:18][c:19]3[cH:20][cH:21][cH:22][cH:23][cH:24]3)[cH:14][cH:15][c:16]12.[CH3:50][CH2:51][CH2:52][CH2:53][N+:54]([CH2:55][CH2:56][CH2:57][CH3:58])([CH2:59][CH2:60][CH2:61][CH3:62])[CH2:63][CH2:64][CH2:65][CH3:66].[Cl:67][CH2:68][Cl:69].[F-:49].[O:70]1[CH2:71][CH2:72][CH2:73][CH2:74]1>>[C:1]([CH3:2])([CH3:3])([CH3:4])[O:5][C:6](=[O:7])[n:8]1[n:9][c:10](-[c:25]2[n:26]([C:42](=[O:43])[O:44][C:45]([CH3:46])([CH3:47])[CH3:48])[c:27]3[cH:28][cH:29][c:30]([OH:34])[cH:31][c:32]3[cH:33]2)[c:11]2[cH:12][c:13]([O:17][CH2:18][c:19]3[cH:20][cH:21][cH:22][cH:23][cH:24]3)[cH:14][cH:15][c:16]12. Starting materials: Nc1ncnn2c(C3CCC(CNC(=O)OCc4ccccc4)CC3)nc(-c3ccc(Oc4ccccc4)cc3)c12, C1COCCO1, Cl. The product is NCC1CCC(c2nc(-c3ccc(Oc4ccccc4)cc3)c3c(N)ncnn23)CC1. RXN SMILES: [CH2:1]([O:2][C:3](=[O:4])[NH:10][CH2:11][CH:12]1[CH2:13][CH2:14][CH:15]([c:18]2[n:19][c:20](-[c:28]3[cH:29][cH:30][c:31]([O:34][c:35]4[cH:36][cH:37][cH:38][cH:39][cH:40]4)[cH:32][cH:33]3)[c:21]3[c:22]([NH2:27])[n:23][cH:24][n:25][n:26]23)[CH2:16][CH2:17]1)[c:5]1[cH:6][cH:7][cH:8][cH:9][cH:41]1.[CH2:43]1[O:44][CH2:45][CH2:46][O:47][CH2:48]1.[ClH:42]>>[NH2:10][CH2:11][CH:12]1[CH2:13][CH2:14][CH:15]([c:18]2[n:19][c:20](-[c:28]3[cH:29][cH:30][c:31]([O:34][c:35]4[cH:36][cH:37][cH:38][cH:39][cH:40]4)[cH:32][cH:33]3)[c:21]3[c:22]([NH2:27])[n:23][cH:24][n:25][n:26]23)[CH2:16][CH2:17]1. Reactants: COc1ccc(CCC(=O)O)cc1Br, ClC(Cl)Cl, O=S(Cl)Cl. Yields the product COc1ccc(CCC(=O)Cl)cc1Br. Reaction SMILES: [Br:5][c:6]1[cH:7][c:8]([CH2:14][CH2:15][C:16](=[O:17])[OH:18])[cH:9][cH:10][c:11]1[O:12][CH3:13].[CH:19]([Cl:20])([Cl:21])[Cl:22].[S:1]([Cl:2])([Cl:3])=[O:4]>>[Cl:3][C:16]([CH2:15][CH2:14][c:8]1[cH:7][c:6]([Br:5])[c:11]([O:12][CH3:13])[cH:10][cH:9]1)=[O:18]. Reactants: C(CC1=CC=CC=C1)N (phenethylamine), ClC=1C2=C(N=C(N1)C1=NC=CN=C1)SC(=C2C)C (4-chloro-2-(pyrazin-2-yl)-5,6-dimethyl-thieno-[2,3-d]-pyrimidine). Yields the product N1=C(C=NC=C1)C=1N=C(C2=C(N1)SC(=C2C)C)NCCC2=CC=CC=C2 (2-(pyrazin-2-yl)-4-phenethylamino-5,6-dimethyl-thieno-[2,3-d]-pyrimidine). RXN SMILES: [CH2:1]([NH2:9])[CH2:2][C:3]1[CH:8]=[CH:7][CH:6]=[CH:5][CH:4]=1.Cl[C:11]1[C:12]2[C:25]([CH3:26])=[C:24]([CH3:27])[S:23][C:13]=2[N:14]=[C:15]([C:17]2[CH:22]=[N:21][CH:20]=[CH:19][N:18]=2)[N:16]=1>>[N:18]1[CH:19]=[CH:20][N:21]=[CH:22][C:17]=1[C:15]1[N:16]=[C:11]([NH:9][CH2:1][CH2:2][C:3]2[CH:8]=[CH:7][CH:6]=[CH:5][CH:4]=2)[C:12]2[C:25]([CH3:26])=[C:24]([CH3:27])[S:23][C:13]=2[N:14]=1. Procedure details: With the procedure of Example 1, the reaction of phenethylamine with 4-chloro-2-(pyrazin-2-yl)-5,6-dimethyl-thieno-[2,3-d]-pyrimidine yields 2-(pyrazin-2-yl)-4-phenethylamino-5,6-dimethyl-thieno-[2,3-d]-pyrimidine. Reactants: ClCC(=O)C1=C(C=C(C=C1)F)F (2-chloro-2',4'-difluoroacetophenone), SCCO (2-mercaptoethanol), C([O-])([O-])=O.[K+].[K+] (potassium carbonate), CO (methanol). The solvent is C(C)OCC (ethyl ether). Run at time 0.5 hour. Yields the product FC1=C(C=CC(=C1)F)C(CCCO)=S (2',4'-difluoro-2-(2-hydroxyethyl)thioacetophenone). Yield: 98.0%. RXN SMILES: ClCC([C:5]1[CH:10]=[CH:9][C:8]([F:11])=[CH:7][C:6]=1[F:12])=O.[SH:13][CH2:14][CH2:15]O.[C:17](=[O:20])([O-])[O-].[K+].[K+].[CH3:23]O>C(OCC)C>[F:11][C:8]1[CH:7]=[C:6]([F:12])[CH:5]=[CH:10][C:9]=1[C:14](=[S:13])[CH2:15][CH2:23][CH2:17][OH:20] |f:2.3.4|. Procedure: To a solution of 2-chloro-2',4'-difluoroacetophenone (159 g, 0.8 mol) and 2-mercaptoethanol (77.9 g, 1.0 mol) in methanol (1000 ml), potassium carbonate (138 g, 1.0 mol) was added under ice cooling, followed by stirring at room temperature for 0.5 hour. After the completion of the reaction, an insoluble matter was filtered off. The filtrate was then distilled off under reduced pressure. The residue so obtained was diluted with ethyl ether, washed with water and dried over magnesium sulfate. The ... Starting materials: O=C1CCC(=O)N1Br, CCOC(=O)c1csc(-c2ccccc2)c1, Cc1ccccc1, CC(=O)O. Yields the product CCOC(=O)c1cc(-c2ccccc2)sc1Br. RXN SMILES: [Br:1][N:2]1[C:3](=[O:4])[CH2:5][CH2:6][C:7]1=[O:8].[CH2:9]([CH3:10])[O:11][C:12](=[O:13])[c:14]1[cH:15][c:16](-[c:19]2[cH:20][cH:21][cH:22][cH:23][cH:24]2)[s:17][cH:18]1.[CH3:25][c:26]1[cH:27][cH:28][cH:29][cH:30][cH:31]1.[CH3:32][C:33](=[O:34])[OH:35]>>[Br:1][c:18]1[c:14]([C:12]([O:11][CH2:9][CH3:10])=[O:13])[cH:15][c:16](-[c:19]2[cH:20][cH:21][cH:22][cH:23][cH:24]2)[s:17]1.